Dataset: the Open Reaction Database (ORD), a public repository of structured organic reaction records. Task: describe an organic reaction: reactants, conditions, products, and yield The reactants are O=C([O-])O, CO, Cc1nc(C#Cc2cccc(Cl)c2)cn1-c1cccc(N2CCSCC2)n1, [Na+], O. Product: Cc1nc(C#Cc2cccc(Cl)c2)cn1-c1cccc(N2CCS(=O)(=O)CC2)n1. RXN SMILES: [C:29]([O-:30])(=[O:31])[OH:32].[CH3:34][OH:35].[Cl:1][c:2]1[cH:3][c:4]([C:8]#[C:9][c:10]2[n:11][c:12]([CH3:27])[n:13](-[c:15]3[cH:16][cH:17][cH:18][c:19]([N:21]4[CH2:22][CH2:23][S:24][CH2:25][CH2:26]4)[n:20]3)[cH:14]2)[cH:5][cH:6][cH:7]1.[Na+:33].[OH2:28]>>[Cl:1][c:2]1[cH:3][c:4]([C:8]#[C:9][c:10]2[n:11][c:12]([CH3:27])[n:13](-[c:15]3[cH:16][cH:17][cH:18][c:19]([N:21]4[CH2:22][CH2:23][S:24](=[O:28])(=[O:30])[CH2:25][CH2:26]4)[n:20]3)[cH:14]2)[cH:5][cH:6][cH:7]1. Reactants: C[Si](C)(C)Br (TMSBr), O(C1=CC=CC=C1)C1=CC=C(C=C1)S(=O)(=O)NCCCCNC(=O)P(=O)(OC(C)C)OC(C)C (1-[4-phenoxybenzenesulfonamido]-4-[diisopropylphosphonoformamido] butane), CO (MeOH). Solvent: CC#N (MeCN), C(Cl)(Cl)Cl (CHCl3). Run at temperature 50 celsius. Product: O(C1=CC=CC=C1)C1=CC=C(C=C1)S(=O)(=O)NCCCCNC(=O)P(=O)(O)O (1-[4-phenoxybenzenesulfonamido]-4-[phosphonoformamido]butane). Isolated yield 95.1%. As a reaction SMILES: [O:1]([C:8]1[CH:13]=[CH:12][C:11]([S:14]([NH:17][CH2:18][CH2:19][CH2:20][CH2:21][NH:22][C:23]([P:25]([O:31]C(C)C)([O:27]C(C)C)=[O:26])=[O:24])(=[O:16])=[O:15])=[CH:10][CH:9]=1)[C:2]1[CH:7]=[CH:6][CH:5]=[CH:4][CH:3]=1.C[Si](Br)(C)C.CO>C(Cl)(Cl)Cl.CC#N>[O:1]([C:8]1[CH:13]=[CH:12][C:11]([S:14]([NH:17][CH2:18][CH2:19][CH2:20][CH2:21][NH:22][C:23]([P:25]([OH:31])([OH:27])=[O:26])=[O:24])(=[O:15])=[O:16])=[CH:10][CH:9]=1)[C:2]1[CH:3]=[CH:4][CH:5]=[CH:6][CH:7]=1. Reported procedure: To 1-[4-phenoxybenzenesulfonamido]-4-[diisopropylphosphonoformamido] butane (0.14 g, 0.27 mmol) in 5 ml CHCl3 was added TMSBr (5 eq, 1.9 ml, 14 mmol) and reaction was stirred and heated at 50° C. for 3 h. The reaction mixture was followed by 31P NMR. To the mixture reaction was added 5 ml MeOH for 1 h and the solvent was evaporated to give yellow oil, which solidified in MeCN to give 0.11 g (96%) white solid, m.p.=143-145° C. m/z [M+H]+ calcd/found 429/429.4. Reactants: ClC1=NSC(=C1CO)C1=CC=C(C=C1)C ((3-chloro-5-(p-tolyl)isothiazol-4-yl)methanol), FC1(CCC2=C(C=CC(=C12)O)CCC(=O)OCC)F (ethyl 3-(1,1-difluoro-7-hydroxy-2,3-dihydro-1H-inden-4-yl)propanoate). Yields the product ClC1=NSC(=C1COC=1C=CC(=C2CCC(C12)(F)F)CCC(=O)O)C1=CC=C(C=C1)C (3-(7-[[3-chloro-5-(4-methylphenyl)-1,2-thiazol-4-yl]methoxy]-1,1-difluoro-2,3-dihydro-1H-inden-4-yl)propanoic acid). As a reaction SMILES: [Cl:1][C:2]1[C:6]([CH2:7][OH:8])=[C:5]([C:9]2[CH:14]=[CH:13][C:12]([CH3:15])=[CH:11][CH:10]=2)[S:4][N:3]=1.[F:16][C:17]1([F:34])[C:25]2[C:20](=[C:21]([CH2:27][CH2:28][C:29]([O:31]CC)=[O:30])[CH:22]=[CH:23][C:24]=2O)[CH2:19][CH2:18]1>>[Cl:1][C:2]1[C:6]([CH2:7][O:8][C:24]2[CH:23]=[CH:22][C:21]([CH2:27][CH2:28][C:29]([OH:31])=[O:30])=[C:20]3[C:25]=2[C:17]([F:34])([F:16])[CH2:18][CH2:19]3)=[C:5]([C:9]2[CH:14]=[CH:13][C:12]([CH3:15])=[CH:11][CH:10]=2)[S:4][N:3]=1. Procedure: The title compound 277 was prepared according to the procedure described in Example 127, following Steps 6-7, coupling (3-chloro-5-(p-tolyl)isothiazol-4-yl)methanol with ethyl 3-(1,1-difluoro-7-hydroxy-2,3-dihydro-1H-inden-4-yl)propanoate. Upon hydrolysis, compound 277 was afforded as an off-white solid. 1H NMR (300 MHz, CD3OD) δ: 7.43 (d, J=8.1 Hz, 2H), 7.33 (d, J=7.8 Hz, 2H), 7.16 (d, J=8.1 Hz, 1H), 7.00 (d, J=8.4 Hz, 1H), 5.07 (s, 2H), 3.06 (t, J=7.8 Hz, 2H), 2.78-2.84 (m, 2H), 2.40-2.67 (m, ... Starting materials: [OH-].[Na+] (sodium hydroxide), ClC1=CC(=CC2=C1C(OC(N2)=O)=O)C(F)(F)F (5-chloro-7-trifluoromethyl-2H-3,1-benzoxazine-2,4(1H)-dione), C(C)OCC (diethyl ether). Run in CO (methanol). Conditions: temperature 60 celsius. Product: NC1=C(C(=O)OC)C(=CC(=C1)C(F)(F)F)Cl (Methyl 2-amino-6-chloro-4-trifluoromethylbenzoate). Isolated yield 87.3%. Reaction SMILES: [OH-].[Na+].[Cl:3][C:4]1[C:9]2[C:10](=[O:15])[O:11][C:12](=O)[NH:13][C:8]=2[CH:7]=[C:6]([C:16]([F:19])([F:18])[F:17])[CH:5]=1.C(OCC)C>CO>[NH2:13][C:8]1[CH:7]=[C:6]([C:16]([F:17])([F:18])[F:19])[CH:5]=[C:4]([Cl:3])[C:9]=1[C:10]([O:11][CH3:12])=[O:15] |f:0.1|. Reported procedure: To a stirred solution of sodium hydroxide (0.012 g, 0.31 mM) in anhydrous methanol (1.5 mL) under a nitrogen atmosphere was added 5-chloro-7-trifluoromethyl-2H-3,1-benzoxazine-2,4(1H)-dione (0.60 g, 2.3 mM). The resulting mixture was warmed to 60° C. for 0.5 hr, allowed to cool to room temperature and poured into diethyl ether. The ether was washed with water, dried (MgSO4), filtered and concentrated to leave (0.50 g, 88%) the title compound as a yellow oil; MS(CI): 254 (M+H). The reactants are [OH-].[Na+] (NaOH), C(C)OC(\C=C(\C=C\C1=C(CCC1)C#CC1=C(CCCC1(C)C)C)/C)=O ((2E,4E)-3-Methyl-5-[2-(2,6,6-trimethyl-cyclohex-1-enylethynyl)-cyclopent-1-enyl]-penta-2,4-dienoic acid ethyl ester), ice HCl. Solvent: C1CCOC1.CCO (THF EtOH). Run at time 16 hour. Product: C\C(=C/C(=O)O)\C=C\C1=C(CCC1)C#CC1=C(CCCC1(C)C)C ((2E,4E)-3-Methyl-5-[2-(2,6,6-trimethyl-cyclohex-1-enylethynyl)-cyclopent-1-enyl] -penta-2,4-dienoic acid). The yield is 3.0%. RXN SMILES: C([O:3][C:4](=[O:26])/[CH:5]=[C:6](\[CH3:25])/[CH:7]=[CH:8]/[C:9]1[CH2:13][CH2:12][CH2:11][C:10]=1[C:14]#[C:15][C:16]1[C:21]([CH3:23])([CH3:22])[CH2:20][CH2:19][CH2:18][C:17]=1[CH3:24])C.[OH-].[Na+]>C1COCC1.CCO>[CH3:25]/[C:6](/[CH:7]=[CH:8]/[C:9]1[CH2:13][CH2:12][CH2:11][C:10]=1[C:14]#[C:15][C:16]1[C:21]([CH3:23])([CH3:22])[CH2:20][CH2:19][CH2:18][C:17]=1[CH3:24])=[CH:5]\[C:4]([OH:26])=[O:3] |f:1.2,3.4|. Procedure details: (2E,4E)-3-Methyl-5-[2-(2,6,6-trimethyl-cyclohex-1-enylethynyl)-cyclopent-1-enyl]-penta-2,4-dienoic acid ethyl ester (1. 47 g) was dissolved in 14 ml of THF/EtOH=1/1. 3N aqueous NaOH (7.0 ml) was added and the reaction flask kept in the dark. After stirring for 16 hours at ambient temperature, the mixture was poured onto crushed ice/HCl, extracted twice with EtOEt, washed with water, dried over Na2SO4, and evaporated to dryness. Crystallization from EtOEt/pentane afforded 1.31 g of (2E,4E)-3-Meth... The reactants are CC(=O)O[BH-](OC(C)=O)OC(C)=O, O=C([O-])O, COc1cnc2ccc(=O)n(CC=O)c2n1, CO, ClC(Cl)Cl, [Na+], [Na+], CC(C)(C)OC(=O)N(Cc1cc2c(cn1)OCCO2)C1CCNCC1. Product: COc1cnc2ccc(=O)n(CCN3CCC(N(Cc4cc5c(cn4)OCCO5)C(=O)OC(C)(C)C)CC3)c2n1. RXN SMILES: [C:42]([O:43][BH-:44]([O:45][C:46](=[O:47])[CH3:48])[O:49][C:50](=[O:51])[CH3:52])(=[O:53])[CH3:54].[C:56](=[O:57])([OH:58])[O-:59].[CH3:1][O:2][c:3]1[cH:4][n:5][c:6]2[c:7]([n:8]1)[n:9]([CH2:14][CH:15]=[O:16])[c:10](=[O:13])[cH:11][cH:12]2.[CH3:65][OH:66].[CH:61]([Cl:62])([Cl:63])[Cl:64].[Na+:55].[Na+:60].[O:17]1[CH2:18][CH2:19][O:20][c:21]2[cH:22][n:23][c:24]([CH2:27][N:28]([C:29]([O:30][C:31]([CH3:32])([CH3:33])[CH3:34])=[O:35])[CH:36]3[CH2:37][CH2:38][NH:39][CH2:40][CH2:41]3)[cH:25][c:26]21>>[CH3:1][O:2][c:3]1[cH:4][n:5][c:6]2[c:7]([n:8]1)[n:9]([CH2:14][CH2:15][N:39]1[CH2:38][CH2:37][CH:36]([N:28]([CH2:27][c:24]3[n:23][cH:22][c:21]4[c:26]([cH:25]3)[O:17][CH2:18][CH2:19][O:20]4)[C:29]([O:30][C:31]([CH3:32])([CH3:33])[CH3:34])=[O:35])[CH2:41][CH2:40]1)[c:10](=[O:13])[cH:11][cH:12]2. The reactants are ClC1=C(C(=O)O)C(=CC=C1)OC (2-chloro-6-(methyloxy)benzoic acid), O1CCCC1.B (borane tetrahydrofuran). Solvent: C1CCOC1 (THF). Product: ClC1=C(C(=CC=C1)OC)CO ([2-Chloro-6-(methyloxy)phenyl]methanol). The yield is 96.6%. As a reaction SMILES: [Cl:1][C:2]1[CH:10]=[CH:9][CH:8]=[C:7]([O:11][CH3:12])[C:3]=1[C:4](O)=[O:5].O1CCCC1.B>C1COCC1>[Cl:1][C:2]1[CH:10]=[CH:9][CH:8]=[C:7]([O:11][CH3:12])[C:3]=1[CH2:4][OH:5] |f:1.2|. Procedure details: To a stirred solution of 2-chloro-6-(methyloxy)benzoic acid (0.252 g, 1.35 mmol, Arkpharminc) in dry THF (15 ml) at ambient temperature under nitrogen was added 1 M borane tetrahydrofuran complex (4.1 ml of solution in THF, 4.1 mmol, Aldrich) dropwise. The solution was then heated at reflux for 24 h and allowed to cool. The reaction mixture was quenched by the dropwise addition of methanol (4 ml), then heated at reflux for 30 min and allowed to cool. The solvent was removed in vacuo and the resi...